This data is from the Open Reaction Database (ORD), a public repository of structured organic reaction records. The task is: describe an organic reaction: reactants, conditions, products, and yield The reactants are C(C1=CC=CC=C1)OC=1C=CC=C2C(=CC(=NC12)C)C(=O)O (8-benzyloxy-4-carboxy-2-methylquinoline), C([O-])([O-])=O.[K+].[K+] (potassium carbonate), CN(C=O)C (N,N-dimethylformamide), C(C)I (ethyl iodide). Solvent: O (water). Conditions: time 1 hour. Yields the product C(C1=CC=CC=C1)OC=1C=CC=C2C(=CC(=NC12)C)C(=O)OCC (8-benzyloxy-4-ethoxycarbonyl-2-methylquinoline). Isolated yield 89.4%. As a reaction SMILES: [CH2:1]([O:8][C:9]1[CH:10]=[CH:11][CH:12]=[C:13]2[C:18]=1[N:17]=[C:16]([CH3:19])[CH:15]=[C:14]2[C:20]([OH:22])=[O:21])[C:2]1[CH:7]=[CH:6][CH:5]=[CH:4][CH:3]=1.C(=O)([O-])[O-].[K+].[K+].CN(C)C=O.[CH2:34](I)[CH3:35]>O>[CH2:1]([O:8][C:9]1[CH:10]=[CH:11][CH:12]=[C:13]2[C:18]=1[N:17]=[C:16]([CH3:19])[CH:15]=[C:14]2[C:20]([O:22][CH2:34][CH3:35])=[O:21])[C:2]1[CH:3]=[CH:4][CH:5]=[CH:6][CH:7]=1 |f:1.2.3|. Reported procedure: To a stirred mixture of 8-benzyloxy-4-carboxy-2-methylquinoline (700 mg), potassium carbonate (659 mg) and N,N-dimethylformamide (0.3 ml) was dropwise added ethyl iodide (409 mg) under ice-cooling and the mixture was stirred for 30 minutes at the same temperature and for 1 hour at ambient temperature. To the mixture was added water and extracted with ethyl acetate. The organic layer was washed with water and brine, dried over magnesium sulfate, dried over magnesium sulfate. The solvent was remov... Reactants: FC(C=1C=C(C=CC1)C=CC(C)=O)(F)F (4-(3-trifluoromethylphenyl)-3-buten-2-one), Cl.NO (hydroxylamine hydrochloride), [OH-].[Na+] (sodium hydroxide). Solvent: CO (methanol). Product: FC(C=1C=C(C=CC1)C=CC(C)=NO)(F)F (4-(3-trifluoromethylphenyl)-3-buten-2-one 2-oxime). Yield: 64.2%. Reaction SMILES: [F:1][C:2]([F:15])([F:14])[C:3]1[CH:4]=[C:5]([CH:9]=[CH:10][C:11](=O)[CH3:12])[CH:6]=[CH:7][CH:8]=1.Cl.[NH2:17][OH:18].[OH-].[Na+]>CO>[F:1][C:2]([F:15])([F:14])[C:3]1[CH:4]=[C:5]([CH:9]=[CH:10][C:11](=[N:17][OH:18])[CH3:12])[CH:6]=[CH:7][CH:8]=1 |f:1.2,3.4|. Procedure: In a 250 ml single neck flask was charged 6.4 g (29.9 mmoles, 1.0 eq.) of 4-(3-trifluoromethylphenyl)-3-buten-2-one and 5.2 g (75.4 mmoles, 2.5 eq) of hydroxylamine hydrochloride and 6 g of 50% sodium hydroxide (75 mmoles, 2.5 eq) and 100 ml of methanol. The reaction mixture was stirred at reflux for 2 hours. The reaction mixture was concentrated, diluted with water (50ml), and then extracted with ethyl acetate (2×50 ml). The organic phase was dried and concentrated, to obtain 4.4 g of 4-(3-trif... The reactants are NC1=C(C(=O)NCC=2SC(=CC2)OC2=CC=CC=C2)C=CC(=N1)Cl (2-amino-6-chloro-N-(5-phenoxy-thiophen-2-ylmethyl)-nicotinamide), C(=C)[Sn](CCCC)(CCCC)CCCC (vinyl(tri-butyl)tin), C1=CC=C(C=C1)CC(=O)NCN[C@@H](CC2=CC=C(C=C2)[N+](=O)[O-])C(=O)O (A-101), C=1(C(=CC=CC1)C)C (xylene). The reagents and catalysts are C=1C=CC(=CC1)[P](C=2C=CC=CC2)(C=3C=CC=CC3)[Pd]([P](C=4C=CC=CC4)(C=5C=CC=CC5)C=6C=CC=CC6)([P](C=7C=CC=CC7)(C=8C=CC=CC8)C=9C=CC=CC9)[P](C=1C=CC=CC1)(C=1C=CC=CC1)C=1C=CC=CC1 (tetrakis(triphenylphosphine)palladium(0)). Run in C(C)(=O)OCC (ethyl acetate), O (water). Run at temperature 130 celsius, time 3 hour. Yields the product NC1=C(C(=O)NCC=2SC(=CC2)OC2=CC=CC=C2)C=CC(=N1)C=C (2-Amino-N-(5-phenoxy-thiophen-2-ylmethyl)-6-vinyl-nicotinamide). The yield is 65.0%. Reaction SMILES: [NH2:1][C:2]1[N:23]=[C:22](Cl)[CH:21]=[CH:20][C:3]=1[C:4]([NH:6][CH2:7][C:8]1[S:9][C:10]([O:13][C:14]2[CH:19]=[CH:18][CH:17]=[CH:16][CH:15]=2)=[CH:11][CH:12]=1)=[O:5].[CH:25]1C=CC(CC(NCN[C@H](C(O)=O)CC2C=CC([N+]([O-])=O)=CC=2)=O)=C[CH:26]=1.C1(C)C(C)=CC=CC=1.C([Sn](CCCC)(CCCC)CCCC)=C>C1C=CC([P]([Pd]([P](C2C=CC=CC=2)(C2C=CC=CC=2)C2C=CC=CC=2)([P](C2C=CC=CC=2)(C2C=CC=CC=2)C2C=CC=CC=2)[P](C2C=CC=CC=2)(C2C=CC=CC=2)C2C=CC=CC=2)(C2C=CC=CC=2)C2C=CC=CC=2)=CC=1.C(OCC)(=O)C.O>[NH2:1][C:2]1[N:23]=[C:22]([CH:25]=[CH2:26])[CH:21]=[CH:20][C:3]=1[C:4]([NH:6][CH2:7][C:8]1[S:9][C:10]([O:13][C:14]2[CH:19]=[CH:18][CH:17]=[CH:16][CH:15]=2)=[CH:11][CH:12]=1)=[O:5] |^1:77,79,98,117|. Procedure details: To a mixture of 2-amino-6-chloro-N-(5-phenoxy-thiophen-2-ylmethyl)-nicotinamide described in Example A-101 (30 mg, 0.083 mmol), tetrakis(triphenylphosphine)palladium(0) (19 mg, 0.017 mmol) and xylene (1.5 mL) was added vinyl(tri-butyl)tin (0.073 mL, 0.25 mmol), and the solution was stirred at 130° C. for 3 hours. After cooling, water and ethyl acetate were added to the reaction solution for extraction, which was then washed with brine. The solvent was evaporated in vacuo, then, the residue was p... The reactants are N1=C(C=CC=C1)COC1=CC(=C(C=C1)[N+](=O)[O-])[N+](=O)[O-] (1-(pyridin-2-ylmethoxy)-3,4-dinitrobenzene), O1CCN(CC1)C1=CC=C(C=C1)NC(=O)C1=CC=C(C=O)C=C1 (4-(4-morpholinophenyl)aminocarbonylbenzaldehyde). Product: N1=C(C=CC=C1)COC=1C=CC2=C(NC(=N2)C2=CC=C(C(=O)NC3=CC=C(C=C3)N3CCOCC3)C=C2)C1 (4-(6-(Pyridin-2-ylmethoxy)-1H-benzo[d]imidazol-2-yl)-N-(4-morpholinophenyl)benzamide). As a reaction SMILES: [N:1]1[CH:6]=[CH:5][CH:4]=[CH:3][C:2]=1[CH2:7][O:8][C:9]1[CH:14]=[CH:13][C:12]([N+:15]([O-])=O)=[C:11]([N+:18]([O-])=O)[CH:10]=1.[O:21]1[CH2:26][CH2:25][N:24]([C:27]2[CH:32]=[CH:31][C:30]([NH:33][C:34]([C:36]3[CH:43]=[CH:42][C:39]([CH:40]=O)=[CH:38][CH:37]=3)=[O:35])=[CH:29][CH:28]=2)[CH2:23][CH2:22]1>>[N:1]1[CH:6]=[CH:5][CH:4]=[CH:3][C:2]=1[CH2:7][O:8][C:9]1[CH:14]=[CH:13][C:12]2[N:15]=[C:40]([C:39]3[CH:38]=[CH:37][C:36]([C:34]([NH:33][C:30]4[CH:29]=[CH:28][C:27]([N:24]5[CH2:23][CH2:22][O:21][CH2:26][CH2:25]5)=[CH:32][CH:31]=4)=[O:35])=[CH:43][CH:42]=3)[NH:18][C:11]=2[CH:10]=1. Procedure: Compound 624 was prepared according to the procedure similar to that described in Scheme III from 1-(pyridin-2-ylmethoxy)-3,4-dinitrobenzene and 4-(4-(4-morpholinophenyl)aminocarbonylbenzaldehyde. [M+H]+ calcd for C30H27N5O3: 506.21; found: 506.06. The reactants are COC([C@H](NC(=O)OCC1=CC=CC=C1)[C@@H](C1=CN(C2=CC=C(C=C12)Cl)CC)C)=O ((αR,βR)-Nα -Benzyloxycarbonyl-5-chloro-1-ethyl-β-methyltryptophan methyl ester). Solvent: CO (methanol). Yields the product COC([C@H](N)[C@@H](C1=CN(C2=CC=C(C=C12)Cl)CC)C)=O ((αR,βR)-5-chloro-1-ethyl-β-methyltryptophan methyl ester). Yield: 85.5%. RXN SMILES: [CH3:1][O:2][C:3](=[O:30])[C@@H:4]([C@H:16]([CH3:29])[C:17]1[C:25]2[C:20](=[CH:21][CH:22]=[C:23]([Cl:26])[CH:24]=2)[N:19]([CH2:27][CH3:28])[CH:18]=1)[NH:5]C(OCC1C=CC=CC=1)=O>CO>[CH3:1][O:2][C:3](=[O:30])[C@@H:4]([C@H:16]([CH3:29])[C:17]1[C:25]2[C:20](=[CH:21][CH:22]=[C:23]([Cl:26])[CH:24]=2)[N:19]([CH2:27][CH3:28])[CH:18]=1)[NH2:5]. Procedure details: A solution of (αR,βR)-Nα -Benzyloxycarbonyl-5-chloro-1-ethyl-β-methyltryptophan methyl ester (4.17 g) in methanol (100 ml) containing 10% paradium on charcoal (0.5 g) was hydrogenated. After removal of the catalyst and evaporation of the solvent, (αR,βR)-5-chloro-1-ethyl-β-methyltryptophan methyl ester (2.45 g) was obtained as a yellow amorphous powder. Starting materials: NC1=NC=CC(=C1)CCCCCCCCCCCCCCCCCCC (2-amino-4-nonadecylpyridine), BrBr (bromine), Br (hydrobromic acid), 4-L, N(=O)[O-].[Na+] (sodium nitrite), [OH-].[Na+] (NaOH). The solvent is O (water). Conditions: temperature -20 celsius, time 90 minute. The product is BrC1=NC=CC(=C1)CCCCCCCCCCCCCCCCCCC (2-Bromo-4-nonadecylpyridine). The yield is 50.0%. Reaction SMILES: N[C:2]1[CH:7]=[C:6]([CH2:8][CH2:9][CH2:10][CH2:11][CH2:12][CH2:13][CH2:14][CH2:15][CH2:16][CH2:17][CH2:18][CH2:19][CH2:20][CH2:21][CH2:22][CH2:23][CH2:24][CH2:25][CH3:26])[CH:5]=[CH:4][N:3]=1.[BrH:27].BrBr.N([O-])=O.[Na+].[OH-].[Na+]>O>[Br:27][C:2]1[CH:7]=[C:6]([CH2:8][CH2:9][CH2:10][CH2:11][CH2:12][CH2:13][CH2:14][CH2:15][CH2:16][CH2:17][CH2:18][CH2:19][CH2:20][CH2:21][CH2:22][CH2:23][CH2:24][CH2:25][CH3:26])[CH:5]=[CH:4][N:3]=1 |f:3.4,5.6|. Procedure: Powdered 2-amino-4-nonadecylpyridine (110.6 g, 0.31 mol) was added under vigorous stirring in portions to 48% hydrobromic acid (500 mL) at 20 to 30° C. in a 4-L glass reactor. After all of the compound was dissolved, the mixture was cooled at −20° C. To this suspension was added cooled bromine (44.3 mL, 0.86 mol) dropwise over 30 min, maintaining the temperature at −20° C. The resulting paste was stirred for 90 min at this temperature. Then sodium nitrite (56.6 g, 0.82 mol) in water (250 mL) was...